Task: describe an organic reaction: reactants, conditions, products, and yield. Dataset: the Open Reaction Database (ORD), a public repository of structured organic reaction records Reactants: C(#N)C=1C=C(C=CC1)B(O)O (3-cyanophenyl boronic acid), BrC1=CC(=C(N)C=C1)[N+](=O)[O-] (4-bromo-2-nitroaniline). The reagents and catalysts are [Pd].C1(=CC=CC=C1)P(C1=CC=CC=C1)C1=CC=CC=C1.C1(=CC=CC=C1)P(C1=CC=CC=C1)C1=CC=CC=C1.C1(=CC=CC=C1)P(C1=CC=CC=C1)C1=CC=CC=C1.C1(=CC=CC=C1)P(C1=CC=CC=C1)C1=CC=CC=C1 (tetrakis(triphenylphosphine) palladium). Run in O1CCCC1 (tetrahydrofuran), O1CCCC1 (tetrahydrofuran). Conditions: temperature 85 celsius. Yields the product NC1=C(C=C(C=C1)C1=CC(=CC=C1)C#N)[N+](=O)[O-] (4′-amino-3′-nitro-biphenyl-3-carbonitrile). Reaction SMILES: [C:1]([C:3]1[CH:4]=[C:5](B(O)O)[CH:6]=[CH:7][CH:8]=1)#[N:2].Br[C:13]1[CH:19]=[CH:18][C:16]([NH2:17])=[C:15]([N+:20]([O-:22])=[O:21])[CH:14]=1>O1CCCC1.[Pd].C1(P(C2C=CC=CC=2)C2C=CC=CC=2)C=CC=CC=1.C1(P(C2C=CC=CC=2)C2C=CC=CC=2)C=CC=CC=1.C1(P(C2C=CC=CC=2)C2C=CC=CC=2)C=CC=CC=1.C1(P(C2C=CC=CC=2)C2C=CC=CC=2)C=CC=CC=1>[NH2:17][C:16]1[CH:18]=[CH:19][C:13]([C:5]2[CH:6]=[CH:7][CH:8]=[C:3]([C:1]#[N:2])[CH:4]=2)=[CH:14][C:15]=1[N+:20]([O-:22])=[O:21] |f:3.4.5.6.7|. Reported procedure: A stirred solution of 3-cyanophenyl boronic acid (812 mg) and tetrakis(triphenylphosphine) palladium (150 mg) in tetrahydrofuran (4 mL) under at atmosphere of nitrogen was treated with 4-bromo-2-nitroaniline in tetrahydrofuran (10 mL). The reaction mixture was heated at 85° C. for 48 hours, then cooled to ambient temperature and then partitioned between ethyl acetate and water. The organic layer was washed with brine, then dried over magnesium sulfate and then evaporated. The residue was subject... The reactants are BrC=1C(=O)N(C(C1C1=CN(C2=CC=CC=C12)C(=O)OC(C)(C)C)=O)C (2-bromo-3-[1-tert.-butoxycarbonyl-1H-indol-3-yl]-N-methylmaleinimide), C(C1=CC=CC=C1)OC=1C=C2C(=CNC2=CC1)C=1C(=O)N(C(C1C1=CN(C2=CC=CC=C12)C(=O)OC(C)(C)C)=O)C (2-(5-benzyloxy-1H-indol-3-yl)-3-(1-tert.-butoxycarbonyl-1H-indol-3-yl)-N-methylmaleinimide), [Cl-].[NH4+] (ammonium chloride), C(C)[Mg]Br (ethyl magnesium bromide), C(C1=CC=CC=C1)OC=1C=C2C=CNC2=CC1 (5-benzoxyindole). The solvent is O1CCCC1 (tetrahydrofuran), O1CCCC1 (tetrahydrofuran), O1CCCC1 (tetrahydrofuran). Conditions: temperature 50 celsius. Yields the product C(C1=CC=CC=C1)OC=1C=C2C(=CNC2=CC1)C=1C(=O)NC(C1C1=CNC2=CC=CC=C12)=O (2-(5-Benzyloxy-1H-Indol-3-Yl)-3-(1H-Indol-3-Yl)-Maleinimide). As a reaction SMILES: [CH2:1]([O:8][C:9]1[CH:10]=[C:11]2[C:15](=[CH:16][CH:17]=1)[NH:14][CH:13]=[C:12]2[C:18]1[C:19]([N:21](C)[C:22](=[O:40])[C:23]=1[C:24]1[C:32]2[C:27](=[CH:28][CH:29]=[CH:30][CH:31]=2)[N:26](C(OC(C)(C)C)=O)[CH:25]=1)=[O:20])[C:2]1[CH:7]=[CH:6][CH:5]=[CH:4][CH:3]=1.C([Mg]Br)C.C(OC1C=C2C(=CC=1)NC=C2)C1C=CC=CC=1.BrC1C(N(C)C(=O)C=1C1C2C(=CC=CC=2)N(C(OC(C)(C)C)=O)C=1)=O.[Cl-].[NH4+]>O1CCCC1>[CH2:1]([O:8][C:9]1[CH:10]=[C:11]2[C:15](=[CH:16][CH:17]=1)[NH:14][CH:13]=[C:12]2[C:18]1[C:19]([NH:21][C:22](=[O:40])[C:23]=1[C:24]1[C:32]2[C:27](=[CH:28][CH:29]=[CH:30][CH:31]=2)[NH:26][CH:25]=1)=[O:20])[C:2]1[CH:3]=[CH:4][CH:5]=[CH:6][CH:7]=1 |f:4.5|. Procedure details: The 2-(5-benzyloxy-1H-indol-3-yl)-3-(1-tert.-butoxycarbonyl-1H-indol-3-yl)-N-methylmaleinimide used as starting material is prepared as follows: A solution of 20 mmol ethyl magnesium bromide in 30 ml tetrahydrofuran is mixed with a solution of 4.46 g (20 mmol) 5-benzoxyindole in 20 ml tetrahydrofuran. The reaction mixture is maintained at 50° C. for 1 hour and then, within the course of 1 hour, a solution of 3.0 g (7.4 mmol) 2-bromo-3-[1-tert.-butoxycarbonyl-1H-indol-3-yl]-N-methylmaleinimide (T...